From a dataset of the Open Reaction Database (ORD), a public repository of structured organic reaction records. describe an organic reaction: reactants, conditions, products, and yield The reactants are ClC1=NC2=CC=CC=C2C=C1C=O (2-chloroquinolin-3-carbaldehyde), C1(=CC=CC=C1)B(O)O (benzeneboronic acid). The reagents and catalysts are C=1C=CC(=CC1)[P](C=2C=CC=CC2)(C=3C=CC=CC3)[Pd]([P](C=4C=CC=CC4)(C=5C=CC=CC5)C=6C=CC=CC6)([P](C=7C=CC=CC7)(C=8C=CC=CC8)C=9C=CC=CC9)[P](C=1C=CC=CC1)(C=1C=CC=CC1)C=1C=CC=CC1 (Pd(PPh3)4). Run in C([O-])([O-])=O.[Na+].[Na+] (sodium carbonate), O1CCOCC1 (dioxane). The product is C1(=CC=CC=C1)C1=NC2=CC=CC=C2C=C1C=O (2-Phenylquinoline-3-carbaldehyde). Isolated yield 90.0%. As a reaction SMILES: Cl[C:2]1[C:11]([CH:12]=[O:13])=[CH:10][C:9]2[C:4](=[CH:5][CH:6]=[CH:7][CH:8]=2)[N:3]=1.[C:14]1(B(O)O)[CH:19]=[CH:18][CH:17]=[CH:16][CH:15]=1>C(=O)([O-])[O-].[Na+].[Na+].O1CCOCC1.C1C=CC([P]([Pd]([P](C2C=CC=CC=2)(C2C=CC=CC=2)C2C=CC=CC=2)([P](C2C=CC=CC=2)(C2C=CC=CC=2)C2C=CC=CC=2)[P](C2C=CC=CC=2)(C2C=CC=CC=2)C2C=CC=CC=2)(C2C=CC=CC=2)C2C=CC=CC=2)=CC=1>[C:14]1([C:2]2[C:11]([CH:12]=[O:13])=[CH:10][C:9]3[C:4](=[CH:5][CH:6]=[CH:7][CH:8]=3)[N:3]=2)[CH:19]=[CH:18][CH:17]=[CH:16][CH:15]=1 |f:2.3.4,^1:38,40,59,78|. Procedure details: A solution of 960 mg (5 mmol) of 2-chloroquinolin-3-carbaldehyde, 570 mg (0.5 mmol) of Pd(PPh3)4, and 1.2 g of benzeneboronic acid in a mixture of 7.5 ml of 2M aqueous sodium carbonate solution and 20 ml of dioxane was heated for 40 h to 95° C. It was extracted with ethyl acetate, and the organic layer was dried and evaporated. The residue was chromatographed on silica gel with a hexane/ethyl acetate gradient 98:2 to 90:10 to give 1.05 g (90%) of the title aldehyde. The reactants are NC(=O)c1cccc([N+](=O)[O-])c1O, [Pb], S. As a reaction SMILES: [N+:1]([O-:2])(=[O:3])[c:4]1[c:5]([OH:13])[c:6]([C:7](=[O:8])[NH2:9])[cH:10][cH:11][cH:12]1.[Pb:15].[S:14]>>[NH2:1][c:4]1[c:5]([OH:13])[c:6]([C:7](=[O:8])[NH2:9])[cH:10][cH:11][cH:12]1. Yields the product NC(=O)c1cccc(N)c1O. Starting materials: C(=O)(O)C=1C=C(C=O)C=CC1O (3-carboxy-4-hydroxybenzaldehyde), CC(CC(C)=O)=O (2,4-pentanedione), Cl (hydrogen chloride). The solvent is O1CCCC1 (tetrahydrofuran). Run at temperature 50 celsius, time 2 hour. The product is C(=O)(O)C=1C=C(C=CC1O)C=C(C(C)=O)C(C)=O (3-[(3-Carboxy-4-hydroxyphenyl)methylene]-2,4-pentanedione). Reaction SMILES: [C:1]([C:4]1[CH:5]=[C:6]([CH:9]=[CH:10][C:11]=1[OH:12])[CH:7]=O)([OH:3])=[O:2].[CH3:13][C:14](=[O:19])[CH2:15][C:16](=[O:18])[CH3:17].Cl>O1CCCC1>[C:1]([C:4]1[CH:5]=[C:6]([CH:7]=[C:15]([C:14](=[O:19])[CH3:13])[C:16](=[O:18])[CH3:17])[CH:9]=[CH:10][C:11]=1[OH:12])([OH:3])=[O:2]. Reported procedure: A mixture containing 2 g 3-carboxy-4-hydroxybenzaldehyde, 4 ml 2,4-pentanedione and 20 ml tetrahydrofuran was saturated with hydrogen chloride gas. The solution was stirred for 2.0 h at 50° C. and evaporated to dryness in vacuo. The residue was crystallized from ethyl ether, mp. 112°-114° C. Starting materials: CC(=O)N1C(C)CN(c2cc(-n3cnc(Nc4ccc(C(=O)O)cc4)n3)ccn2)CC1C, CO, CCN(C(C)C)C(C)C, ClCCl, CN(C)C=O. Yields the product CC(=O)N1C(C)CN(c2cc(-n3cnc(Nc4ccc(NC(=O)N(C)C)cc4)n3)ccn2)CC1C. As a reaction SMILES: [C:1]([CH3:2])(=[O:3])[N:4]1[CH:5]([CH3:32])[CH2:6][N:7]([c:11]2[n:12][cH:13][cH:14][c:15](-[n:17]3[n:18][c:19]([NH:22][c:23]4[cH:24][cH:25][c:26]([C:27]([OH:28])=[O:29])[cH:30][cH:31]4)[n:20][cH:21]3)[cH:16]2)[CH2:8][CH:9]1[CH3:10].[CH3:50][OH:51].[CH:33]([N:36]([CH2:34][CH3:35])[CH:37]([CH3:38])[CH3:39])([CH3:40])[CH3:41].[Cl:47][CH2:48][Cl:49].[O:42]=[CH:43][N:44]([CH3:45])[CH3:46]>>[C:1]([CH3:2])(=[O:3])[N:4]1[CH:5]([CH3:32])[CH2:6][N:7]([c:11]2[n:12][cH:13][cH:14][c:15](-[n:17]3[n:18][c:19]([NH:22][c:23]4[cH:24][cH:25][c:26]([NH:36][C:43](=[O:42])[N:44]([CH3:45])[CH3:46])[cH:30][cH:31]4)[n:20][cH:21]3)[cH:16]2)[CH2:8][CH:9]1[CH3:10]. The reactants are C(#N)[BH3-].[Na+] (sodium cyanoborohydride), FC=1C=C2C(=CNC2=CC1)CC(=O)OC (methyl (5-fluoro-1H-indol-3-yl)-acetate), C(#N)[BH3-].[Na+] (sodium cyanoborohydride). Run in C(C)(=O)O (acetic acid). Reaction conditions: time 3 hour. Product: FC=1C=C2C(CNC2=CC1)CC(=O)OC (methyl (5-fluoro-2,3-dihydro-1H-indol-3-yl)-acetate). As a reaction SMILES: C([BH3-])#N.[Na+].[F:5][C:6]1[CH:7]=[C:8]2[C:12](=[CH:13][CH:14]=1)[NH:11][CH:10]=[C:9]2[CH2:15][C:16]([O:18][CH3:19])=[O:17]>C(O)(=O)C>[F:5][C:6]1[CH:7]=[C:8]2[C:12](=[CH:13][CH:14]=1)[NH:11][CH2:10][CH:9]2[CH2:15][C:16]([O:18][CH3:19])=[O:17] |f:0.1|. Procedure details: Under a nitrogen atmosphere 910 mg (14.5 mmol) sodium cyanoborohydride was added batchwise to 1.0 g (4.83 mmol) methyl (5-fluoro-1H-indol-3-yl)-acetate in 12.5 g acetic acid while cooling slightly. After 2 h stirring at RT another 910 mg (14.5 mmol) sodium cyanoborohydride was added batchwise while cooling slightly. After 3 h stirring at RT the solvent was evaporated down using the rotary evaporator. The residue was taken up in 4M hydrochloric acid and stirred for 30 min. Then the reaction solut...